From a dataset of the Open Reaction Database (ORD), a public repository of structured organic reaction records. describe an organic reaction: reactants, conditions, products, and yield The reactants are CO (methanol), C(C)(C)(C)N1N=C(C(=C1)C1=C(C=CC(=C1)Cl)O)NC(C(F)(F)F)=O (N-[1-tert-Butyl-4-(5-chloro-2-hydroxyphenyl)-1H-pyrazol-3-yl]-2,2,2-trifluoroacetamide), ClC=1C(=CC(=C(C1)S(=O)(=O)N(C=1SC=NN1)CC1=C(C=C(C=C1)OC)OC)F)F (5-chloro-N-(2,4-dimethoxybenzyl)-2,4-difluoro-N-1,3,4-thiadiazol-2-ylbenzenesulfonamide). The solvent is Cl (HCl). Yields the product NC1=C(C=NN1)C1=C(OC2=CC(=C(C=C2Cl)S(=O)(=O)NC=2SC=NN2)F)C=CC(=C1)Cl (4-[2-(5-amino-1H-pyrazol-4-yl)-4-chlorophenoxy]-5-chloro-2-fluoro-N-1,3,4-thiadiazol-2-ylbenzenesulfonamide). As a reaction SMILES: C([N:5]1[CH:9]=[C:8]([C:10]2[CH:15]=[C:14]([Cl:16])[CH:13]=[CH:12][C:11]=2[OH:17])[C:7]([NH:18]C(=O)C(F)(F)F)=[N:6]1)(C)(C)C.[Cl:25][C:26]1[C:27](F)=[CH:28][C:29]([F:52])=[C:30]([S:32]([N:35](CC2C=CC(OC)=CC=2OC)[C:36]2[S:37][CH:38]=[N:39][N:40]=2)(=[O:34])=[O:33])[CH:31]=1.CO>Cl>[NH2:18][C:7]1[NH:6][N:5]=[CH:9][C:8]=1[C:10]1[CH:15]=[C:14]([Cl:16])[CH:13]=[CH:12][C:11]=1[O:17][C:27]1[C:26]([Cl:25])=[CH:31][C:30]([S:32]([NH:35][C:36]2[S:37][CH:38]=[N:39][N:40]=2)(=[O:33])=[O:34])=[C:29]([F:52])[CH:28]=1. Procedure: The title compound was prepared from N-[1-tert-Butyl-4-(5-chloro-2-hydroxyphenyl)-1H-pyrazol-3-yl]-2,2,2-trifluoroacetamide (Preparation 209) and 5-chloro-N-(2,4-dimethoxybenzyl)-2,4-difluoro-N-1,3,4-thiadiazol-2-ylbenzenesulfonamide (Preparation 247) using Method B above with the exception that heating at 55° C. in HCl (gas) saturated methanol for 16 hours was used to remove the protecting groups. Purification by preparative HPLC afforded the title compound. Starting materials: P(=O)(Cl)(Cl)Cl (Phosphorous oxychloride), ClC=1C(=C2C=CC=[N+](C2=CC1)O)C(=O)NCCC1CCCCC1 (6-chloro-5-[[(2-cyclohexylethyl)amino]carbonyl]-1-hydroxy-quinolinium). Reaction conditions: temperature 60 celsius. The product is ClC1=NC=2C=CC(=C(C2C=C1)C(=O)NCCC1CCCCC1)Cl (2,6-Dichloro-N-(2-cyclohexylethyl)-5-quinolinecarboxamide). RXN SMILES: P(Cl)(Cl)([Cl:3])=O.[Cl:6][C:7]1[C:8]([C:18]([NH:20][CH2:21][CH2:22][CH:23]2[CH2:28][CH2:27][CH2:26][CH2:25][CH2:24]2)=[O:19])=[C:9]2[C:14](=[CH:15][CH:16]=1)[N+:13](O)=[CH:12][CH:11]=[CH:10]2>>[Cl:3][C:12]1[CH:11]=[CH:10][C:9]2[C:8]([C:18]([NH:20][CH2:21][CH2:22][CH:23]3[CH2:28][CH2:27][CH2:26][CH2:25][CH2:24]3)=[O:19])=[C:7]([Cl:6])[CH:16]=[CH:15][C:14]=2[N:13]=1. Procedure: Phosphorous oxychloride (2 mL) was added to 6-chloro-5-[[(2-cyclohexylethyl)amino]carbonyl]-1-hydroxy-quinolinium Example 94(c)) (0.089 g) and the mixture heated at 60° C. for 2 hours. The reaction mixture was concentrated under reduced pressure and added to water. The aqueous was extracted with ethyl acetate and the combined organics dried filtered and evaporated give the sub titled compound as a solid (0.079 g). As a reaction SMILES: [SH:1][C:2]1[CH:3]=[C:4]([C:8]2([C:14]([O:16][CH3:17])=[O:15])[CH2:13][CH2:12][O:11][CH2:10][CH2:9]2)[CH:5]=[CH:6][CH:7]=1.[CH3:18][C:19]1[N:20]([C:24]2[CH:29]=[CH:28][C:27](I)=[CH:26][CH:25]=2)[CH:21]=[CH:22][N:23]=1.[CH3:31]C(C)([O-])C.[Na+]>C(O)C.C1C=CC([P]([Pd]([P](C2C=CC=CC=2)(C2C=CC=CC=2)C2C=CC=CC=2)([P](C2C=CC=CC=2)(C2C=CC=CC=2)C2C=CC=CC=2)[P](C2C=CC=CC=2)(C2C=CC=CC=2)C2C=CC=CC=2)(C2C=CC=CC=2)C2C=CC=CC=2)=CC=1>[CH3:18][C:19]1[N:20]([C:24]2[CH:29]=[CH:28][C:27]([S:1][C:2]3[CH:3]=[C:4]([C:8]4([C:14]([O:16][CH2:17][CH3:31])=[O:15])[CH2:13][CH2:12][O:11][CH2:10][CH2:9]4)[CH:5]=[CH:6][CH:7]=3)=[CH:26][CH:25]=2)[CH:21]=[CH:22][N:23]=1 |f:2.3,^1:43,45,64,83|. The solvent is C(C)O (ethanol). Yields the product CC=1N(C=CN1)C1=CC=C(C=C1)SC=1C=C(C=CC1)C1(CCOCC1)C(=O)OCC (Ethyl 4-[3-[4-(2-methylimidazol-1-yl)phenylthio]phenyl]-3,4,5,6-tetrahydro-2H-pyran-4-carboxylate). The reactants are SC=1C=C(C=CC1)C1(CCOCC1)C(=O)OC (methyl 4-(3-mercaptophenyl)-3,4,5,6-tetrahydro-2H-pyran-4-carboxylate), CC=1N(C=CN1)C1=CC=C(C=C1)I (4-(2-methylimidazol-1-yl)phenyliodide), CC(C)([O-])C.[Na+] (sodium t-butoxide). Procedure details: A solution of methyl 4-(3-mercaptophenyl)-3,4,5,6-tetrahydro-2H-pyran-4-carboxylate (1.04 g, 3.5 mmol), 4-(2-methylimidazol-1-yl)phenyliodide (0.89 g, 3.5 mmol), sodium t-butoxide (673 mg, 7 mmol) and tetrakis(triphenylphosphine)palladium (162 mg, 0.14 mmol) in dry ethanol (20 ml) was heated to reflux with stirring overnight. Volatiles were remeved by evaporation and the residue was partitioned between ethyl acetate (100 ml) and water (100 ml). The aqueous layer was extracted with ethyl acetate ... Isolated yield 60.9%. Run at time 8 hour. Reagents/catalysts: C=1C=CC(=CC1)[P](C=2C=CC=CC2)(C=3C=CC=CC3)[Pd]([P](C=4C=CC=CC4)(C=5C=CC=CC5)C=6C=CC=CC6)([P](C=7C=CC=CC7)(C=8C=CC=CC8)C=9C=CC=CC9)[P](C=1C=CC=CC1)(C=1C=CC=CC1)C=1C=CC=CC1 (tetrakis(triphenylphosphine)palladium). The reactants are NC1=NC2=C(C=3C=C(C=NC13)CCC1=C(C=C(C=C1)OC)C)C=CC(=C2)C=O (5-amino-2-(4-methoxy-2-methylphenethyl)benzo[f][1,7]naphthyridine-8-carbaldehyde), P(O[Si](C)(C)C)(O[Si](C)(C)C)O[Si](C)(C)C (tris(trimethylsilyl) phosphite). The solvent is C1(=CC=CC=C1)C (toluene). Reaction conditions: temperature 80 celsius, time 60 minute. Product: NC1=NC2=C(C=3C=C(C=NC13)CCC1=C(C=C(C=C1)OC)C)C=CC(=C2)C(=O)P(O)(O)=O (5-amino-2-(4-methoxy-2-methylphenethyl)benzo[f][1,7]naphthyridine-8-carbonylphosphonic acid). RXN SMILES: [NH2:1][C:2]1[C:11]2[N:10]=[CH:9][C:8]([CH2:12][CH2:13][C:14]3[CH:19]=[CH:18][C:17]([O:20][CH3:21])=[CH:16][C:15]=3[CH3:22])=[CH:7][C:6]=2[C:5]2[CH:23]=[CH:24][C:25]([CH:27]=[O:28])=[CH:26][C:4]=2[N:3]=1.[P:29]([O:40][Si](C)(C)C)([O:35][Si](C)(C)C)[O:30][Si](C)(C)C>C1(C)C=CC=CC=1>[NH2:1][C:2]1[C:11]2[N:10]=[CH:9][C:8]([CH2:12][CH2:13][C:14]3[CH:19]=[CH:18][C:17]([O:20][CH3:21])=[CH:16][C:15]=3[CH3:22])=[CH:7][C:6]=2[C:5]2[CH:23]=[CH:24][C:25]([C:27]([P:29](=[O:30])([OH:40])[OH:35])=[O:28])=[CH:26][C:4]=2[N:3]=1. Procedure details: To a stirred suspension of 5-amino-2-(4-methoxy-2-methylphenethyl)benzo[f][1,7]naphthyridine-8-carbaldehyde (2-2) (Example 9—Step 1) (1.0 equiv.) in toluene (0.27 M) was added tris(trimethylsilyl) phosphite (1.0 equiv.). The reaction was stirred at 80° C. for 60 minutes, then solvents were removed, and the resulting residue was taken up in DMSO (0.27 M), and IBX (1.5 equiv.) was added. The reaction was stirred at room temperature for 2.5 hour, and was filtered and directly purified on RP-HPLC us...